This data is from the Open Reaction Database (ORD), a public repository of structured organic reaction records. The task is: describe an organic reaction: reactants, conditions, products, and yield Reactants: CCCC[N+](CCCC)(CCCC)CCCC, Cc1ccccc1, [Cl-], CNC(=O)C(=NOC)c1ccccc1CO, O=S(Cl)Cl. The product is CNC(=O)C(=NOC)c1ccccc1CCl. Reaction SMILES: [CH3:22][CH2:23][CH2:24][CH2:25][N+:26]([CH2:27][CH2:28][CH2:29][CH3:30])([CH2:31][CH2:32][CH2:33][CH3:34])[CH2:35][CH2:36][CH2:37][CH3:38].[CH3:39][c:40]1[cH:41][cH:42][cH:43][cH:44][cH:45]1.[Cl-:21].[OH:5][CH2:6][c:7]1[c:8]([C:13]([C:14](=[O:15])[NH:16][CH3:17])=[N:18][O:19][CH3:20])[cH:9][cH:10][cH:11][cH:12]1.[S:1]([Cl:2])([Cl:3])=[O:4]>>[Cl:3][CH2:6][c:7]1[c:8]([C:13]([C:14](=[O:15])[NH:16][CH3:17])=[N:18][O:19][CH3:20])[cH:9][cH:10][cH:11][cH:12]1.